This data is from the Open Reaction Database (ORD), a public repository of structured organic reaction records. The task is: describe an organic reaction: reactants, conditions, products, and yield Reactants: C(C1=CC=CC=C1)N([C@@H](CCCNC(=O)OC(C)(C)C)C(=O)O)C (Nα-benzyl-Nδ-Boc-Nα-methylornithine), OC1=CC=C(C=C1)CCN ((4-hydroxyphenyl)ethylamine). Product: OC1=CC=C(C=C1)CCNC([C@@H](N(C)CC1=CC=CC=C1)CCCNC(=O)OC(C)(C)C)=O (Nα-Benzyl-Nδ-Boc-Nα-Methylornithine 2-(4-Hydroxyphenyl)ethylamide). RXN SMILES: [CH2:1]([N:8]([CH3:24])[C@H:9]([C:21]([OH:23])=O)[CH2:10][CH2:11][CH2:12][NH:13][C:14]([O:16][C:17]([CH3:20])([CH3:19])[CH3:18])=[O:15])[C:2]1[CH:7]=[CH:6][CH:5]=[CH:4][CH:3]=1.[OH:25][C:26]1[CH:31]=[CH:30][C:29]([CH2:32][CH2:33][NH2:34])=[CH:28][CH:27]=1>>[OH:25][C:26]1[CH:31]=[CH:30][C:29]([CH2:32][CH2:33][NH:34][C:21](=[O:23])[C@H:9]([CH2:10][CH2:11][CH2:12][NH:13][C:14]([O:16][C:17]([CH3:18])([CH3:19])[CH3:20])=[O:15])[N:8]([CH2:1][C:2]2[CH:3]=[CH:4][CH:5]=[CH:6][CH:7]=2)[CH3:24])=[CH:28][CH:27]=1. Procedure: This compound is prepared using Procedure C by coupling of Nα-benzyl-Nδ-Boc-Nα-methylornithine and (4-hydroxyphenyl)ethylamine.